This data is from the Open Reaction Database (ORD), a public repository of structured organic reaction records. The task is: describe an organic reaction: reactants, conditions, products, and yield The reactants are ClC1=CC(=C(C=C1)C(CC(=O)C=1C=CC(NC1)=O)C1=CC=C(C=C1)S(=O)(=O)C)C (5-(3-(4-Chloro-2-methylphenyl)-3-(4-(methylsulfonyl)phenyl)propanoyl)pyridin-2(1H)-one), BrCCC(=O)OC (methyl 3-bromopropanoate), C([O-])([O-])=O.[K+].[K+] (potassium carbonate). The reagents and catalysts are [I-].C(CCC)[N+](CCCC)(CCCC)CCCC (tetrabutylammonium iodide). Product: ClC1=CC(=C(C=C1)C(CC(=O)C=1C=CC(N(C1)CCC(=O)OC)=O)C1=CC=C(C=C1)S(=O)(=O)C)C (Methyl 3-(5-(3-(4-chloro-2-methylphenyl)-3-(4-(methylsulfonyl)phenyl)propanoyl)-2-oxopyridin-1(2H)-yl)propanoate). Reaction SMILES: [Cl:1][C:2]1[CH:7]=[CH:6][C:5]([CH:8]([C:19]2[CH:24]=[CH:23][C:22]([S:25]([CH3:28])(=[O:27])=[O:26])=[CH:21][CH:20]=2)[CH2:9][C:10]([C:12]2[CH:13]=[CH:14][C:15](=[O:18])[NH:16][CH:17]=2)=[O:11])=[C:4]([CH3:29])[CH:3]=1.Br[CH2:31][CH2:32][C:33]([O:35][CH3:36])=[O:34].C(=O)([O-])[O-].[K+].[K+]>[I-].C([N+](CCCC)(CCCC)CCCC)CCC>[Cl:1][C:2]1[CH:7]=[CH:6][C:5]([CH:8]([C:19]2[CH:20]=[CH:21][C:22]([S:25]([CH3:28])(=[O:26])=[O:27])=[CH:23][CH:24]=2)[CH2:9][C:10]([C:12]2[CH:13]=[CH:14][C:15](=[O:18])[N:16]([CH2:31][CH2:32][C:33]([O:35][CH3:36])=[O:34])[CH:17]=2)=[O:11])=[C:4]([CH3:29])[CH:3]=1 |f:2.3.4,5.6|. Reported procedure: In analogy to example 161, step 1, 5-(3-(4-chloro-2-methylphenyl)-3-(4-(methylsulfonyl)phenyl)propanoyl)pyridin-2(1H)-one (example 339, step 2) was reacted with methyl 3-bromopropanoate in the presence of potassium carbonate and a catalytic amount of tetrabutylammonium iodide to give the title compound as a light yellow solid, MS (ESI+): m/z=518.4 [M+H]+. Reactants: [Li+].[OH-] (LiOH), OC1=CC=C(C=C1)[C@H](CC(=O)OCC)C1=CN=CO1 ((S)-ethyl 3-(4-hydroxyphenyl)-3-(oxazol-5-yl)propanoate), BrCC=1C=C2C(CCC(C2=CC1)(C)C)(C)C (6-(bromomethyl)-1,1,4,4-tetramethyl-1,2,3,4-tetrahydronaphthalene), C([O-])([O-])=O.[Cs+].[Cs+] (cesium carbonate). Run in O (water), CN(C)C=O (DMF). Run at time 3 hour. The product is O1C=NC=C1[C@@H](CC(=O)O)C1=CC=C(C=C1)OCC1=CC=2C(CCC(C2C=C1)(C)C)(C)C ((S)-3-(Oxazol-5-yl)-3-(4-((5,5,8,8-tetramethyl-5,6,7,8-tetrahydronaphthalen-2-yl)methoxy)phenyl)propanoic acid). Isolated yield 30.0%. RXN SMILES: [OH:1][C:2]1[CH:7]=[CH:6][C:5]([C@@H:8]([C:15]2[O:19][CH:18]=[N:17][CH:16]=2)[CH2:9][C:10]([O:12]CC)=[O:11])=[CH:4][CH:3]=1.Br[CH2:21][C:22]1[CH:23]=[C:24]2[C:29](=[CH:30][CH:31]=1)[C:28]([CH3:33])([CH3:32])[CH2:27][CH2:26][C:25]2([CH3:35])[CH3:34].C(=O)([O-])[O-].[Cs+].[Cs+].[Li+].[OH-]>CN(C=O)C.O>[O:19]1[C:15]([C@H:8]([C:5]2[CH:4]=[CH:3][C:2]([O:1][CH2:21][C:22]3[CH:31]=[CH:30][C:29]4[C:28]([CH3:33])([CH3:32])[CH2:27][CH2:26][C:25]([CH3:35])([CH3:34])[C:24]=4[CH:23]=3)=[CH:7][CH:6]=2)[CH2:9][C:10]([OH:12])=[O:11])=[CH:16][N:17]=[CH:18]1 |f:2.3.4,5.6|. Procedure: A mixture of 75.5 (0.1 mmol), 6-(bromomethyl)-1,1,4,4-tetramethyl-1,2,3,4-tetrahydronaphthalene (0.12 mmol) and cesium carbonate (0.15 mmol) in DMF (2 mL) was stirred at room temperature for 3 hours. To the reaction mixture was added LiOH in water (1 mL, 1N solution), and the reaction was stirred at 50° C. for 3 hours. The mixture was filtered and purified by reverse phase HPLC to give 75 (12 mg, 0.03 mmol) after lyophilization. MS ESI (pos.) m/e 434.2 (M+H). 1H NMR (500 MHz) (CDCl3) δ 7.94 (s, ... As a reaction SMILES: [OH-].[K+].C[O:4][C:5]([C:7]1[C:16]2[C:10]([CH:11]=[CH:12][CH:13]=[C:14]([CH:17]([CH3:19])[CH3:18])[CH:15]=2)=[CH:9][CH:8]=1)=[O:6].Cl>C(O)C.O>[C:5]([C:7]1[C:16]2[C:10]([CH:11]=[CH:12][CH:13]=[C:14]([CH:17]([CH3:19])[CH3:18])[CH:15]=2)=[CH:9][CH:8]=1)([OH:6])=[O:4] |f:0.1|. Yields the product C(=O)(O)C1=CC=C2C=CC=C(C=C12)C(C)C (1-carboxy-7-isopropylazulene). The solvent is C(C)O (ethanol), O (water), O (water). Reported procedure: Potassium hydroxide (10.5 g) was dissolved in a mixture of ethanol (80 ml) and water (15 ml). The compound (17) (12.43 g) was added thereto and the mixture was heated under reflux for 50 minutes in an oil bath. The reaction solution was cooled to room temperature, and then poured into water (400 ml). The solution was made acidic (pH 3) with conc. HCl. The precipitate was filtered, washed with water and dried to obtain 1-carboxy-7-isopropylazulene (18), at a yield of 2.1 g (92.3%). The reactants are COC(=O)C1=CC=C2C=CC=C(C=C12)C(C)C (1-methoxycarbonyl-7-isopropylazulene), [OH-].[K+] (Potassium hydroxide), Cl (HCl). The reactants are [Br-], CC(C)(C)[O-], C[P+](c1ccccc1)(c1ccccc1)c1ccccc1, CS(C)=O, CNc1nc(C=O)c(-c2ccncc2)s1, [K+]. Yields the product C=Cc1nc(NC)sc1-c1ccncc1. Reaction SMILES: [Br-:22].[CH3:1][C:2]([CH3:3])([O-:4])[CH3:5].[CH3:23][P+:24]([c:25]1[cH:26][cH:27][cH:28][cH:29][cH:30]1)([c:31]1[cH:32][cH:33][cH:34][cH:35][cH:36]1)[c:37]1[cH:38][cH:39][cH:40][cH:41][cH:42]1.[CH3:43][S:44](=[O:45])[CH3:46].[CH3:7][NH:8][c:9]1[s:10][c:11](-[c:16]2[cH:17][cH:18][n:19][cH:20][cH:21]2)[c:12]([CH:14]=[O:15])[n:13]1.[K+:6]>>[CH2:1]=[CH:14][c:12]1[c:11](-[c:16]2[cH:17][cH:18][n:19][cH:20][cH:21]2)[s:10][c:9]([NH:8][CH3:7])[n:13]1.